Dataset: the Open Reaction Database (ORD), a public repository of structured organic reaction records. Task: describe an organic reaction: reactants, conditions, products, and yield Starting materials: C(C1=CC=CC=C1)N1C(=NC2=C1C=C(C=C2)Cl)C(=O)NC=2C=C1C=CNC1=CC2 (1-benzyl-6-chloro-2-(indol-5-ylaminocarbonyl)benzimidazole), CN(C=O)C (dimethylformamide), [H-].[Na+] (sodium hydride), C(C=C)Br (allyl bromide). Run in CCCCCC.ClCCl (n-hexane dichloromethane), O (water). Reaction conditions: temperature 60 celsius, time 1 hour. Yields the product C(C1=CC=CC=C1)N1C(=NC2=C1C=C(C=C2)Cl)C(=O)NC=2C=C1C=CN(C1=CC2)CC=C (1-benzyl-6-chloro-2-(1-allylindol-5-ylaminocarbonyl)benzimidazole). RXN SMILES: [CH2:1]([N:8]1[C:12]2[CH:13]=[C:14]([Cl:17])[CH:15]=[CH:16][C:11]=2[N:10]=[C:9]1[C:18]([NH:20][C:21]1[CH:22]=[C:23]2[C:27](=[CH:28][CH:29]=1)[NH:26][CH:25]=[CH:24]2)=[O:19])[C:2]1[CH:7]=[CH:6][CH:5]=[CH:4][CH:3]=1.CN(C)C=O.[H-].[Na+].[CH2:37](Br)[CH:38]=[CH2:39]>CCCCCC.ClCCl.O>[CH2:1]([N:8]1[C:12]2[CH:13]=[C:14]([Cl:17])[CH:15]=[CH:16][C:11]=2[N:10]=[C:9]1[C:18]([NH:20][C:21]1[CH:22]=[C:23]2[C:27](=[CH:28][CH:29]=1)[N:26]([CH2:39][CH:38]=[CH2:37])[CH:25]=[CH:24]2)=[O:19])[C:2]1[CH:3]=[CH:4][CH:5]=[CH:6][CH:7]=1 |f:2.3,5.6|. Procedure: To 0.66 g of 1-benzyl-6-chloro-2-(indol-5-ylaminocarbonyl)benzimidazole was added 50 ml of dimethylformamide, further added 170 mg of oily sodium hydride, said mixture was stirred under nitrogen gas atmosphere at 60° C. for 1 hour. Under cooling at 0° C., 0.14 ml of allyl bromide was added to the reaction mixture, and stirred at room temperature overnight, then water was added thereto and extracted with ethyl acetate, the extract was washed with water and an aqueous solution saturated with sodiu... The reactants are C[C@@H]1N[C@@H](CCC1)C (cis-2,6-dimethylpiperidine), BrCCCO (3-bromopropanol). The solvent is C=1(C(=CC=CC1)C)C (xylene). The product is C[C@@H]1N([C@@H](CCC1)C)CCCO (cis-2,6-dimethyl-1-piperidinepropanol). Reaction SMILES: [CH3:1][C@H:2]1[CH2:7][CH2:6][CH2:5][C@@H:4]([CH3:8])[NH:3]1.Br[CH2:10][CH2:11][CH2:12][OH:13]>C1(C)C(C)=CC=CC=1>[CH3:1][C@H:2]1[CH2:7][CH2:6][CH2:5][C@@H:4]([CH3:8])[N:3]1[CH2:10][CH2:11][CH2:12][OH:13]. Procedure details: A stirred solution of 460 g. of cis-2,6-dimethylpiperidine in 300 ml. of xylene is treated with 278 g. of 3-bromopropanol over a period of 15 minutes. The mixture is stirred and heated at reflux for 2 hours, then allowed to cool while stirring for 16 hours. The mixture is filtered and the filtrate evaporated at reduced pressure. The residue is distilled at reduced pressure to give cis-2,6-dimethyl-1-piperidinepropanol; b.p. 147°-149° C./25 mm. Reactants: BrC1=C[N+](=CC2=CC3=C(C=C12)C=CC=C3)[O-] (4-bromobenzo[g]isoquinoline 2-oxide), O=P(Cl)(Cl)Cl (POCl3), C([O-])(O)=O.[Na+] (sodium bicarbonate). The solvent is C(Cl)(Cl)Cl (chloroform). Reaction conditions: temperature 55 celsius, time 2 hour. The product is BrC1=CN=C(C2=CC3=C(C=C12)C=CC=C3)Cl (4-bromo-1-chlorobenzo[g]isoquinoline). RXN SMILES: [Br:1][C:2]1[C:11]2[C:6](=[CH:7][C:8]3[CH:15]=[CH:14][CH:13]=[CH:12][C:9]=3[CH:10]=2)[CH:5]=[N+:4]([O-])[CH:3]=1.O=P(Cl)(Cl)[Cl:19].C(=O)(O)[O-].[Na+]>C(Cl)(Cl)Cl>[Br:1][C:2]1[C:11]2[C:6](=[CH:7][C:8]3[CH:15]=[CH:14][CH:13]=[CH:12][C:9]=3[CH:10]=2)[C:5]([Cl:19])=[N:4][CH:3]=1 |f:2.3|. Procedure details: 4-Bromo-benzo[g]isoquinoline 2-oxide (7-4) (380 mg, 1.39 mmol, 1 eq) was taken up in a ¼ v/v mixture of POCl3 and chloroform (20 ml) and the resulting solution was stirred at 55° C. for 2 hrs. The reaction mixture was then carefully poured into sat. aq. sodium bicarbonate, extracted with ethyl acetate, dried, and concentrated to give the crude desired chloride 7-5. LRMS m/z: found 294.0, 292.0, calcd. (M+H) 294.0, 292.0 Reactants: OC=1C=C(C=CC1)NC1=NC=C(C(=N1)NC1=CC(=CC=C1)O)F (N2,N4-bis(3-hydroxyphenyl)-5-fluoro-2,4-pyrimidinediamine), ClC1=NC=C(C(=N1)Cl)C#N (2,4-dichloro-5-cyanopyrimidine), NC1=CC=C(C=C1)CC(=O)OCC (ethyl 4-aminophenylacetate). The product is C(C)OC(=O)CC1=CC=C(C=C1)NC1=NC=C(C(=N1)NC1=CC=C(C=C1)CC(=O)OCC)C#N (N2,N4-bis[4-(ethoxycarbonylmethyl)phenyl]-5-cyano-2,4-pyrimidinediamine). Reaction SMILES: O[C:2]1[CH:3]=[C:4]([NH:8][C:9]2[N:14]=[C:13]([NH:15][C:16]3[CH:21]=[CH:20][CH:19]=[C:18](O)[CH:17]=3)[C:12](F)=[CH:11][N:10]=2)[CH:5]=[CH:6][CH:7]=1.ClC1N=C(Cl)C([C:32]#[N:33])=CN=1.NC1C=CC([CH2:41][C:42]([O:44][CH2:45][CH3:46])=[O:43])=CC=1>>[CH2:45]([O:44][C:42]([CH2:41][C:7]1[CH:6]=[CH:5][C:4]([NH:8][C:9]2[N:14]=[C:13]([NH:15][C:16]3[CH:21]=[CH:20][C:19]([CH2:41][C:42]([O:44][CH2:45][CH3:46])=[O:43])=[CH:18][CH:17]=3)[C:12]([C:32]#[N:33])=[CH:11][N:10]=2)=[CH:3][CH:2]=1)=[O:43])[CH3:46]. Procedure details: In a manner similar to the preparation of N2,N4-bis(3-hydroxyphenyl)-5-fluoro-2,4-pyrimidinediamine, 2,4-dichloro-5-cyanopyrimidine and ethyl 4-aminophenylacetate were reacted to yield N2,N4-bis[4-(ethoxycarbonylmethyl)phenyl]-5-cyano-2,4-pyrimidinediamine. 1H NMR (CDCl3): δ 8.29 (bs, 1H), 7.46 (2d, 4H, J=7.8 Hz), 7.28 (d, 2 h, J=8.1 Hz), 7.19 (d, 2H, J=8.1 Hz), 4.16 (2q, 4H, J=6.3 Hz), 3.64 (s, 2H), 3.59 (s, 2H), 1.30–1.23 (m, 6H); LCMS: ret. time: 29.29 min.; purity: 93%; MS (m/e): 461 (MH+).